From a dataset of the Open Reaction Database (ORD), a public repository of structured organic reaction records. describe an organic reaction: reactants, conditions, products, and yield The reactants are FC=1C=C(C=CC1C1CN(C1)C(=O)OCC1=CC=CC=C1)N1C(O[C@H](C1)CNC(C)=O)=O ((S)-N-[[3-[3-Fluoro-4-[1-(carbobenzyloxy)-3-azetidinyl]phenyl]-2-oxo-5-oxazolidinyl]methyl]acetamide). Reagents/catalysts: [Pd] (Pd/C). The solvent is C(C)(=O)OCC (ethyl acetate), C(C)O (ethanol). Yields the product FC=1C=C(C=CC1C1CNC1)N1C(O[C@H](C1)CNC(C)=O)=O ((S)-N-[[3-[3-Fluoro-4-[3-azetidinyl]phenyl]-2-oxo-5-oxazolidinyl]methyl]acetamide). Reaction SMILES: [F:1][C:2]1[CH:3]=[C:4]([N:22]2[CH2:26][C@H:25]([CH2:27][NH:28][C:29](=[O:31])[CH3:30])[O:24][C:23]2=[O:32])[CH:5]=[CH:6][C:7]=1[CH:8]1[CH2:11][N:10](C(OCC2C=CC=CC=2)=O)[CH2:9]1>C(OCC)(=O)C.C(O)C.[Pd]>[F:1][C:2]1[CH:3]=[C:4]([N:22]2[CH2:26][C@H:25]([CH2:27][NH:28][C:29](=[O:31])[CH3:30])[O:24][C:23]2=[O:32])[CH:5]=[CH:6][C:7]=1[CH:8]1[CH2:11][NH:10][CH2:9]1. Reported procedure: A solution of (S)-N-[[3-[3-fluoro-4-[1-(carbobenzyloxy)-3-azetidinyl]phenyl]-2-oxo-5-oxazolidinyl]methyl]acetamide (Example 81, Step 9, 1.44 g, 3.26 mmol) in ethyl acetate (25 mL) and absolute ethanol (50 mL) was added to 10% Pd/C (1.0 g) and hydrogenated at 30 psi for 7 hr. Filtration and evaporation gave the title compound as a white glassy solid. FAB-HRMS: theory 308.1410 (M+1); meas. 308.1408. Reaction conditions: time 8 hour. Solvent: ClCCl (dichloromethane). RXN SMILES: [C:1]([OH:12])(=[O:11])/[CH:2]=[CH:3]/[CH2:4][CH2:5][CH2:6][CH2:7][CH2:8][CH2:9][CH3:10].[CH3:13][N:14]([CH2:16][CH2:17]O)[CH3:15].Cl.CN(C)CCCN=C=NCC.Cl>ClCCl>[C:1]([O:12][CH2:17][CH2:16][N:14]([CH3:15])[CH3:13])(=[O:11])/[CH:2]=[CH:3]/[CH2:4][CH2:5][CH2:6][CH2:7][CH2:8][CH2:9][CH3:10] |f:2.3|. Yields the product C(\C=C\CCCCCCC)(=O)OCCN(C)C ((E)-2-(dimethylamino)ethyl dec-2-enoate). Starting materials: Cl (hydrochloric acid), C(\C=C\CCCCCCC)(=O)O (trans-2-Decenoic acid), CN(C)CCO (N,N-dimethylaminoethanol), Cl.CN(CCCN=C=NCC)C (N-(3-dimethylaminopropyl)-N′-ethylcarbodiimide hydrochloride). Reported procedure: trans-2-Decenoic acid (170 mg, 1 mmol) and N,N-dimethylaminoethanol (90 mg, 1 mmol) were dissolved in anhydrous dichloromethane (10 ml) and, under stirring in an ice bath, N-(3-dimethylaminopropyl)-N′-ethylcarbodiimide hydrochloride (211 mg, 1.1 mmol) (Sigma-Aldrich) was added thereto. After stirring in an ice bath for 1 hour and then at room temperature for 8 hours, the reaction solution was poured over a diluted hydrochloric acid solution followed by extracting with chloroform. The chloroform ... Reactants: C(C1CO1)OC12CC3CC(CC(C1)C3)C2 (1-adamantyl glycidyl ether), CC(CC1=CC=C(C=C1)OC)(C)N (1,1-dimethyl-2-(4-methoxyphenyl)ethylamine). The product is OC(CNC(CC1=CC=C(C=C1)OC)(C)C)COC12CC3CC(CC(C1)C3)C2 (N-[2-Hydroxy-3-(1-adamantanoxy)propyl]-1,1-dimethyl-2-(4-methoxyphenyl)ethyl amine). The yield is 53.4%. RXN SMILES: [CH2:1]([O:5][C:6]12[CH2:15][CH:10]3[CH2:11][CH:12]([CH2:14][CH:8]([CH2:9]3)[CH2:7]1)[CH2:13]2)[CH:2]1[O:4][CH2:3]1.[CH3:16][C:17]([NH2:28])([CH3:27])[CH2:18][C:19]1[CH:24]=[CH:23][C:22]([O:25][CH3:26])=[CH:21][CH:20]=1>>[OH:4][CH:2]([CH2:1][O:5][C:6]12[CH2:15][CH:10]3[CH2:11][CH:12]([CH2:14][CH:8]([CH2:9]3)[CH2:7]1)[CH2:13]2)[CH2:3][NH:28][C:17]([CH3:27])([CH3:16])[CH2:18][C:19]1[CH:24]=[CH:23][C:22]([O:25][CH3:26])=[CH:21][CH:20]=1. Procedure: Using the method of Example 16, supra, 1-adamantyl glycidyl ether (350 mg, 1.0 mmol) and 1,1-dimethyl-2-(4-methoxyphenyl)ethylamine (197 mg, 1.1 mmol) were used to prepare 207 mg of the title compound as a clear, colorless oil: GC/EI-MS, m/z (rel. int.) 338 (M+1, 0.1), 372 (0.3), 266 (65), 163 (1), 135 (100), 121 (16); 1H-NMR (CDCl3) δ 7.02 (2H, d, J=8.3), 6.74 (2H, d, J=8.6), 3.70 (3H, s), 3.64 (1H, m), 3.38 (4H, m), 2.71 (1H, dd, J=11.5 and 4.0), 2.57 (3H, m), 2.06 (3H, broad s), 1.64 (6H, bro... The reactants are OC1=CC=C(C=C1)C1=CC=C(C(=O)O)C=C1 (4-(4'-hydroxyphenyl)benzoic acid), C[C@H](CO)CC ((s)-2-methylbutylalcohol), C1(=CC=C(C=C1)S(=O)(=O)O)C (p-toluenesulfonic acid), C1=CC=CC=C1 (benzene). Run in O (water). The product is CC(COC(C1=CC=C(C=C1)C1=CC=C(C=C1)O)=O)CC (4-(4'-hydroxyphenyl)benzoic acid-2-methylbutyl ester). Reaction SMILES: [OH:1][C:2]1[CH:7]=[CH:6][C:5]([C:8]2[CH:16]=[CH:15][C:11]([C:12]([OH:14])=[O:13])=[CH:10][CH:9]=2)=[CH:4][CH:3]=1.[CH3:17][C@@H:18]([CH2:21][CH3:22])[CH2:19]O.C1(C)C=CC(S(O)(=O)=O)=CC=1.C1C=CC=CC=1>O>[CH3:17][CH:18]([CH2:21][CH3:22])[CH2:19][O:13][C:12](=[O:14])[C:11]1[CH:15]=[CH:16][C:8]([C:5]2[CH:4]=[CH:3][C:2]([OH:1])=[CH:7][CH:6]=2)=[CH:9][CH:10]=1. Procedure: Five grams of 4-(4'-hydroxyphenyl)benzoic acid, 5 g of (s)-2-methylbutylalcohol and 11 g of p-toluenesulfonic acid were dissolved with 50 ml of benzene. Occurred water in the mixture was removed by azotropic dehydration with refluxing for eight hours. After adding 50 ml of water to the residue, the organic phase was concentrated to obtain 4-(4'-hydroxyphenyl)benzoic acid-2-methylbutyl ester (BJ). The reactants are C(#N)C(C(=O)OCC)C (ethyl 2-cyanopropanoate), ClCSCCl (chloromethylsulfide), C(CCC)[Li] (n-Butyllithium), C(C)(C)N (iso-propylamine). Solvent: CCOCC (ether), CCOCC (ether). Conditions: temperature 10 celsius, time 90 minute. Yields the product C(#N)C(C(=O)OCC)(CSC)C (ethyl 2-cyano-2-methyl-3-methylsulfanyl-propanoate). Reaction SMILES: C([Li])CCC.C(N)(C)C.[C:10]([CH:12]([CH3:18])[C:13]([O:15][CH2:16][CH3:17])=[O:14])#[N:11].Cl[CH2:20][S:21][CH2:22]Cl>CCOCC>[C:10]([C:12]([CH3:18])([CH2:20][S:21][CH3:22])[C:13]([O:15][CH2:16][CH3:17])=[O:14])#[N:11]. Procedure details: n-Butyllithium (24.2 mL, 60 mmol, 2.5 M solution in hexanes) was added to a solution of iso-propylamine (8.1 mL, 58 mmol) in dry ether (70 mL) under nitrogen at a rate needed to maintain temperature below −60° C. Upon completion, the reaction was allowed to warm to 10° C., re-cooled to −78° C. before addition of ethyl 2-cyanopropanoate (7 g, 55 mmol). After stirring at −78° C. for 90 minutes, chloromethylsulfide (4.61 mL, 55 mmol) was added and the mixture was warmed to room temperature over 14 ... Starting materials: CCN(C(C)C)C(C)C, C1CCOC1, COC(=O)c1nn(C)nc1C(=O)Cl, CCOC(C)=O. The product is COC(=O)c1nn(C)nc1C=O. Reaction SMILES: [CH2:14]([N:15]([CH:16]([CH3:17])[CH3:18])[CH:19]([CH3:20])[CH3:21])[CH3:22].[CH2:23]1[O:24][CH2:25][CH2:26][CH2:27]1.[CH3:1][O:2][C:3](=[O:4])[c:5]1[n:6][n:7]([CH3:13])[n:8][c:9]1[C:10](=[O:11])[Cl:12].[CH3:28][CH2:29][O:30][C:31](=[O:32])[CH3:33]>>[CH3:1][O:2][C:3](=[O:4])[c:5]1[n:6][n:7]([CH3:13])[n:8][c:9]1[CH:10]=[O:11].